describe an organic reaction: reactants, conditions, products, and yield From a dataset of the Open Reaction Database (ORD), a public repository of structured organic reaction records. Starting materials: O=C([O-])[O-], CN1CCCC1=O, CI, [K+], [K+], NC(=O)c1cnc(Nc2ccc(OC3CCNCC3)cc2)nc1NCc1c(F)ccc(F)c1F, O. Yields the product CN1CCC(Oc2ccc(Nc3ncc(C(N)=O)c(NCc4c(F)ccc(F)c4F)n3)cc2)CC1. As a reaction SMILES: [C:44](=[O:45])([O-:46])[O-:47].[CH3:1][N:2]1[CH2:3][CH2:4][CH2:5][C:6]1=[O:7].[CH3:42][I:43].[K+:48].[K+:49].[NH:8]1[CH2:9][CH2:10][CH:11]([O:14][c:15]2[cH:16][cH:17][c:18]([NH:21][c:22]3[n:23][cH:24][c:25]([C:39](=[O:40])[NH2:41])[c:26]([NH:28][CH2:29][c:30]4[c:31]([F:38])[c:32]([F:37])[cH:33][cH:34][c:35]4[F:36])[n:27]3)[cH:19][cH:20]2)[CH2:12][CH2:13]1.[OH2:50]>>[CH3:1][N:8]1[CH2:9][CH2:10][CH:11]([O:14][c:15]2[cH:16][cH:17][c:18]([NH:21][c:22]3[n:23][cH:24][c:25]([C:39](=[O:40])[NH2:41])[c:26]([NH:28][CH2:29][c:30]4[c:31]([F:38])[c:32]([F:37])[cH:33][cH:34][c:35]4[F:36])[n:27]3)[cH:19][cH:20]2)[CH2:12][CH2:13]1. Reactants: CS(=O)(=O)Cl, CCOC(C)=O, [Na+], [OH-], O, On1nnc2ccccc21. Product: CS(=O)(=O)On1nnc2ccccc21. Reaction SMILES: [CH3:14][S:15]([Cl:16])(=[O:17])=[O:18].[CH3:19][CH2:20][O:21][C:22](=[O:23])[CH3:24].[Na+:13].[OH-:12].[OH2:11].[OH:1][n:2]1[n:3][n:4][c:5]2[c:6]1[cH:7][cH:8][cH:9][cH:10]2>>[O:1]([n:2]1[n:3][n:4][c:5]2[c:6]1[cH:7][cH:8][cH:9][cH:10]2)[S:15]([CH3:14])(=[O:17])=[O:18]. Starting materials: C(C)(C)(C)C=1C(=NN2C1N=CC=C2)N (3-tert-butylpyrazolo[1,5-a]pyrimidin-2-amine), ClC=1C=C(C=CC1Cl)CC(=O)O (2-(3,4-dichlorophenyl)acetic acid). The product is C(C)(C)(C)C=1C(=NN2C1N=CC=C2)NC(CC2=CC(=C(C=C2)Cl)Cl)=O (N-(3-tert-butylpyrazolo[1,5-a]pyrimidin-2-yl)-2-(3,4-dichlorophenyl)acetamide). Reaction SMILES: [C:1]([C:5]1[C:6]([NH2:14])=[N:7][N:8]2[CH:13]=[CH:12][CH:11]=[N:10][C:9]=12)([CH3:4])([CH3:3])[CH3:2].[Cl:15][C:16]1[CH:17]=[C:18]([CH2:23][C:24](O)=[O:25])[CH:19]=[CH:20][C:21]=1[Cl:22]>>[C:1]([C:5]1[C:6]([NH:14][C:24](=[O:25])[CH2:23][C:18]2[CH:19]=[CH:20][C:21]([Cl:22])=[C:16]([Cl:15])[CH:17]=2)=[N:7][N:8]2[CH:13]=[CH:12][CH:11]=[N:10][C:9]=12)([CH3:4])([CH3:2])[CH3:3]. Procedure details: The product from Example 105B and 2-(3,4-dichlorophenyl)acetic acid were processed using the method analogous to that described in Example 137 to afford the title compound. 1H NMR (400 MHz, DMSO-d6/Deuterium Oxide) δ ppm 8.87 (d, J=5.9 Hz, 1H), 8.49 (dd, J=4.0, 1.8 Hz, 1H), 7.59-7.62 (m, 2H), 7.32-7.36 (m, 1H), 7.01 (dd, J=7.0, 4.0 Hz, 1H), 3.67-3.70 (bs, 2H), 1.39 (s, 9H); MS (ESI) m/z 377, 379 (M+H)+. Reactants: O=C(C(C(=O)OCC)CC1=CC=C(C=C1)COC1OCCCC1)C (Ethyl 3-oxo-2-(4-((tetrahydro-2H-pyran-2-yloxy)methyl)benzyl)butanoate), C(O)(O)=O.NC(=N)N (guanidine carbonate). Solvent: CCO (EtOH). Yields the product NC1=NC(=C(C(=N1)O)CC1=CC=C(C=C1)COC1OCCCC1)C (2-Amino-6-methyl-5-(4-((tetrahydro-2H-pyran-2-yloxy)methyl)benzyl)pyrimidin-4-ol). RXN SMILES: O=[C:2]([CH3:24])[CH:3]([CH2:9][C:10]1[CH:15]=[CH:14][C:13]([CH2:16][O:17][CH:18]2[CH2:23][CH2:22][CH2:21][CH2:20][O:19]2)=[CH:12][CH:11]=1)[C:4](OCC)=[O:5].C(=O)(O)O.[NH2:29][C:30]([NH2:32])=[NH:31]>CCO>[NH2:32][C:30]1[N:31]=[C:4]([OH:5])[C:3]([CH2:9][C:10]2[CH:15]=[CH:14][C:13]([CH2:16][O:17][CH:18]3[CH2:23][CH2:22][CH2:21][CH2:20][O:19]3)=[CH:12][CH:11]=2)=[C:2]([CH3:24])[N:29]=1 |f:1.2|. Reported procedure: A mixture of the product from step (i) (15.66 g) and guanidine carbonate (8.7 g) in EtOH (150 ml) was heated under reflux for 48 h. The mixture was cooled, the solvent removed under reduced pressure and the residue triturated with water. The solid was filtered, washed with water then diethylether and dried to afford the subtitle compound, 11.58 g.